describe an organic reaction: reactants, conditions, products, and yield From a dataset of the Open Reaction Database (ORD), a public repository of structured organic reaction records. Reactants: Cl (hydrochloric acid), [Cl-].[Al+3].[Cl-].[Cl-] (aluminum chloride), FC=1C=C(C=O)C=C(C1O)OC (3-fluoro-4-hydroxy-5-methoxy benzaldehyde), N1=CC=CC=C1 (pyridine). Solvent: ClCCl (dichloromethane). Conditions: temperature 0 celsius, time 24 hour. Product: FC=1C=C(C=O)C=C(C1O)O (3-fluoro-4,5-dihydroxybenzaldehyde). The yield is 85.2%. As a reaction SMILES: [Cl-].[Al+3].[Cl-].[Cl-].[F:5][C:6]1[CH:7]=[C:8]([CH:11]=[C:12]([O:15]C)[C:13]=1[OH:14])[CH:9]=[O:10].N1C=CC=CC=1.Cl>ClCCl>[F:5][C:6]1[CH:7]=[C:8]([CH:11]=[C:12]([OH:15])[C:13]=1[OH:14])[CH:9]=[O:10] |f:0.1.2.3|. Reported procedure: Anhydrous aluminum chloride (1.11 g, 8.2 mmol) was added to a solution of 3-fluoro-4-hydroxy-5-methoxy benzaldehyde (1.2 g; 6.8 mmol) in dry dichloromethane (16 ml) under an atmosphere of nitrogen. The reaction mixture was cooled down to 0° C., pyridine (2.5 ml; 31 mmol) was slowly added and the solution was heated to reflux and stirred for 24 h. The solution was cooled to 0° C. and 4M aqueous hydrochloric acid was added to the mixture until the pH was approximately 2. The organic phase was disc... Reactants: CC(C)(C)C(=O)OCn1cnc2c(Cl)nc(N)nc21, CSSC, CC#N, CC(C)(C)ON=O. The product is CSc1nc(Cl)c2ncn(COC(=O)C(C)(C)C)c2n1. As a reaction SMILES: [CH3:1][C:2]([C:3](=[O:4])[O:5][CH2:6][n:7]1[c:8]2[n:9][c:10]([NH2:17])[n:11][c:12]([Cl:16])[c:13]2[n:14][cH:15]1)([CH3:18])[CH3:19].[CH3:20][S:21][S:22][CH3:23].[CH3:31][C:32]#[N:33].[N:24]([O:25][C:26]([CH3:27])([CH3:28])[CH3:29])=[O:30]>>[CH3:1][C:2]([C:3](=[O:4])[O:5][CH2:6][n:7]1[c:8]2[n:9][c:10]([S:21][CH3:20])[n:11][c:12]([Cl:16])[c:13]2[n:14][cH:15]1)([CH3:18])[CH3:19]. Starting materials: BrB(Br)Br, CCOC(=O)c1ccc(CC(=O)NC(c2ccccc2)c2ccccc2N2CCCCC2)cc1OCC, ClCCCl. Product: CCOC(=O)c1ccc(CC(=O)NC(c2ccccc2)c2ccccc2N2CCCCC2)cc1O. As a reaction SMILES: [B:1]([Br:2])([Br:3])[Br:4].[CH2:5]([CH3:6])[O:7][c:8]1[c:9]([C:10](=[O:11])[O:12][CH2:13][CH3:14])[cH:15][cH:16][c:17]([CH2:19][C:20](=[O:21])[NH:22][CH:23]([c:24]2[c:25]([N:30]3[CH2:31][CH2:32][CH2:33][CH2:34][CH2:35]3)[cH:26][cH:27][cH:28][cH:29]2)[c:36]2[cH:37][cH:38][cH:39][cH:40][cH:41]2)[cH:18]1.[Cl:42][CH2:43][CH2:44][Cl:45]>>[OH:7][c:8]1[c:9]([C:10](=[O:11])[O:12][CH2:13][CH3:14])[cH:15][cH:16][c:17]([CH2:19][C:20](=[O:21])[NH:22][CH:23]([c:24]2[c:25]([N:30]3[CH2:31][CH2:32][CH2:33][CH2:34][CH2:35]3)[cH:26][cH:27][cH:28][cH:29]2)[c:36]2[cH:37][cH:38][cH:39][cH:40][cH:41]2)[cH:18]1. The reactants are BrC1=CC2=C(N1C(C)C)C(N(C2=O)C2CN(C(CC2)=O)C)C2=CC=C(C=C2)Cl (2-bromo-6-(4-chloro-phenyl)-1-isopropyl-5-(1-methyl-6-oxo-piperidin-3-yl)-5,6-dihydro-1H-pyrrolo[3,4-b]pyrrol-4-one), COC1=NC(=NC=C1B1OC(C(O1)(C)C)(C)C)N (4-methoxy-5-(4,4,5,5-tetramethyl-[1,3,2]dioxaborolan-2-yl)-pyrimidin-2-ylamine), BrC1=CC2=C(N1C(C)C)C(N(C2=O)C2=C(C=CC(=C2)Cl)C)C2=CC=C(C=C2)Cl (2-bromo-5-(5-chloro-2-methyl-phenyl)-6-(4-chloro-phenyl)-1-isopropyl-5,6-dihydro-1H-pyrrolo[3,4-b]pyrrol-4-one), BrC1=CC2=C(N1C(C)C)C(N(C2=O)C2CN(C(CC2)=O)C)C2=CC=C(C=C2)Cl (2-bromo-6-(4-chloro-phenyl)-1-isopropyl-5-(1-methyl-6-oxo-piperidin-3-yl)-5,6-dihydro-1H-pyrrolo[3,4-b]pyrrol-4-one), COC1=NC(=NC=C1B1OC(C(O1)(C)C)(C)C)N (4-methoxy-5-(4,4,5,5-tetramethyl-[1,3,2]dioxaborolan-2-yl)-pyrimidin-2-ylamine), C(#N)C=1C=CC(=C(C1)B(O)O)OC (5-cyano-2-methoxyphenylboronic acid). Product: NC1=NC=C(C(=N1)OC)C1=CC2=C(N1C(C)C)C(N(C2=O)C2CN(C(CC2)=O)C)C2=CC=C(C=C2)Cl (2-(2-Amino-4-methoxy-pyrimidin-5-yl)-6-(4-chloro-phenyl)-1-isopropyl-5-(1-methyl-6-oxo-piperidin-3-yl)-5,6-dihydro-1H-pyrrolo[3,4-b]pyrrol-4-one). Reaction SMILES: Br[C:2]1[N:6]([CH:7]([CH3:9])[CH3:8])[C:5]2[CH:10]([C:22]3[CH:27]=[CH:26][C:25]([Cl:28])=[CH:24][CH:23]=3)[N:11]([CH:14]3[CH2:19][CH2:18][C:17](=[O:20])[N:16]([CH3:21])[CH2:15]3)[C:12](=[O:13])[C:4]=2[CH:3]=1.[CH3:29][O:30][C:31]1[C:36](B2OC(C)(C)C(C)(C)O2)=[CH:35][N:34]=[C:33]([NH2:46])[N:32]=1.BrC1N(C(C)C)C2C(C3C=CC(Cl)=CC=3)N(C3C=C(Cl)C=CC=3C)C(=O)C=2C=1.C(C1C=CC(OC)=C(B(O)O)C=1)#N>>[NH2:46][C:33]1[N:32]=[C:31]([O:30][CH3:29])[C:36]([C:2]2[N:6]([CH:7]([CH3:9])[CH3:8])[C:5]3[CH:10]([C:22]4[CH:23]=[CH:24][C:25]([Cl:28])=[CH:26][CH:27]=4)[N:11]([CH:14]4[CH2:19][CH2:18][C:17](=[O:20])[N:16]([CH3:21])[CH2:15]4)[C:12](=[O:13])[C:4]=3[CH:3]=2)=[CH:35][N:34]=1. Procedure details: The title compound was prepared in analogy to the procedure described for Example 17 but 2-bromo-6-(4-chloro-phenyl)-1-isopropyl-5-(1-methyl-6-oxo-piperidin-3-yl)-5,6-dihydro-1H-pyrrolo[3,4-b]pyrrol-4-one (Intermediate Q) and 4-methoxy-5-(4,4,5,5-tetramethyl-[1,3,2]dioxaborolan-2-yl)-pyrimidin-2-ylamine (Intermediate U) were used instead of 2-bromo-5-(5-chloro-2-methyl-phenyl)-6-(4-chloro-phenyl)-1-isopropyl-5,6-dihydro-1H-pyrrolo[3,4-b]pyrrol-4-one and 5-cyano-2-methoxyphenylboronic acid respec... Yields the product COCC=1N=C2N(C=CC=C2NC(C(C)(C)C)=O)C1C (2-Methoxymethyl-3-methyl-8-pivaloylaminoimidazo[1,2-a]pyridine). As a reaction SMILES: Cl[CH2:2][C:3]1[N:4]=[C:5]2[C:10]([NH:11][C:12](=[O:17])[C:13]([CH3:16])([CH3:15])[CH3:14])=[CH:9][CH:8]=[CH:7][N:6]2[C:18]=1[CH3:19].[CH3:20][OH:21]>>[CH3:20][O:21][CH2:2][C:3]1[N:4]=[C:5]2[C:10]([NH:11][C:12](=[O:17])[C:13]([CH3:16])([CH3:15])[CH3:14])=[CH:9][CH:8]=[CH:7][N:6]2[C:18]=1[CH3:19]. Reactants: ClCC=1N=C2N(C=CC=C2NC(C(C)(C)C)=O)C1C (2-chloromethyl-3-methyl-8-pivaloylaminoimidazo[1,2-a]pyridine), CO (methanol). Yield: 99.0%. Procedure details: A solution of 12.8 g 2-chloromethyl-3-methyl-8-pivaloylaminoimidazo[1,2-a]pyridine in 600 ml of dry methanol is refluxed for 5 h. The reaction mixture is concentrated in vacuo to half the volume. After addition of 200 ml of saturated sodium bicarbonate solution, the mixture is extracted with diethyl ether. The organic phase is washed with water and dried over anhydrous sodium sulfate. Removal of the. solvent in vacuo yields 12.5 g (99%) of the title compound (m.p. 104° C.). Starting materials: C(CC(=O)OCC)(=O)OCC (diethyl malonate), C([O-])([O-])=O.[K+].[K+] (potassium carbonate), ClCC1=CC2=C(OCO2)C=C1CCC (5-chloromethyl-6-propyl-1,3-benzodioxole). The reagents and catalysts are [Br-].C(CCC)[N+](CCCC)(CCCC)CCCC (tetrabutylammonium bromide). Run in CC(=O)C (acetone). Yields the product C(CC)C=1C(=CC2=C(OCO2)C1)CC(C(=O)OCC)C(=O)OCC (diethyl (6-propyl-1,3-benzodioxole-5-yl)methylmalonate). Reaction SMILES: [C:1]([O:9][CH2:10][CH3:11])(=[O:8])[CH2:2][C:3]([O:5][CH2:6][CH3:7])=[O:4].C(=O)([O-])[O-].[K+].[K+].Cl[CH2:19][C:20]1[C:28]([CH2:29][CH2:30][CH3:31])=[CH:27][C:23]2[O:24][CH2:25][O:26][C:22]=2[CH:21]=1>[Br-].C([N+](CCCC)(CCCC)CCCC)CCC.CC(C)=O>[CH2:29]([C:28]1[C:20]([CH2:19][CH:2]([C:3]([O:5][CH2:6][CH3:7])=[O:4])[C:1]([O:9][CH2:10][CH3:11])=[O:8])=[CH:21][C:22]2[O:26][CH2:25][O:24][C:23]=2[CH:27]=1)[CH2:30][CH3:31] |f:1.2.3,5.6|. Reported procedure: 24.3 g of diethyl malonate, 42 g of potassium carbonate, 300 ml of acetone and a catalytic amount of tetrabutylammonium bromide were added to 16.1 g of crude 5-chloromethyl-6-propyl-1,3-benzodioxole and the mixture was heated under reflux for 25 h. The reaction mixture was filtered and the residue was washed with acetone. The washing was combined with the filtrate. The solvent was distilled off. 500 ml of ethyl acetate and 500 ml of water were added thereto and the layers thus formed were separa...